This data is from the Open Reaction Database (ORD), a public repository of structured organic reaction records. The task is: describe an organic reaction: reactants, conditions, products, and yield Reactants: C(C)OC(C(OCC)C1=C(C=C(C=C1F)O[Si](C1=CC=CC=C1)(C1=CC=CC=C1)C(C)(C)C)F)=O ((RS)-[4-(tert-butyl-diphenyl-silanyloxy)-2,6-difluoro-phenyl]-ethoxy-acetic acid ethyl ester), C1CCOC1 (THF), CO (MeOH), O[Li].O (LiOH.H2O). Solvent: O (water), O (H2O). Reaction conditions: temperature 60 celsius, time 2 hour. Product: FC1=C(C(=CC(=C1)O)F)C(C(=O)O)OCC ((RS)-(2,6-difluoro-4-hydroxy-phenyl)-ethoxy-acetic acid). Isolated yield 95.0%. Reaction SMILES: C([O:3][C:4](=[O:35])[CH:5]([C:9]1[C:14]([F:15])=[CH:13][C:12]([O:16][Si](C(C)(C)C)(C2C=CC=CC=2)C2C=CC=CC=2)=[CH:11][C:10]=1[F:34])[O:6][CH2:7][CH3:8])C.C1COCC1.CO.O[Li].O>O>[F:15][C:14]1[CH:13]=[C:12]([OH:16])[CH:11]=[C:10]([F:34])[C:9]=1[CH:5]([O:6][CH2:7][CH3:8])[C:4]([OH:35])=[O:3] |f:3.4|. Reported procedure: To a solution of (RS)-[4-(tert-butyl-diphenyl-silanyloxy)-2,6-difluoro-phenyl]-ethoxy-acetic acid ethyl ester (10.4 g) in a THF (50 ml), MeOH (50 ml) and H2O (20 ml) mixture was added LiOH.H2O (1.75 g) and it was stirred 2 h at 60° C. After cooling water (240 ml) was added and the solution was washed with TBME (240 ml). The aqueous layer was collected, TBME was added (240 ml) and the mixture was acidified with 1 N HCl sol. The aqueous layer was extracted with one more portion of TBME. The combin... The reactants are C=COC(=O)CCC, CCO, CCCCCC, O=C(CCCl)c1cccs1, OC(CCCl)c1cccs1, O=C(Cl)CCCl, Cl[Sn](Cl)(Cl)Cl, c1ccsc1, c1ccccc1. Yields the product OC(CCCl)c1cccs1. RXN SMILES: [C:37]([O:38][CH:39]=[CH2:40])(=[O:41])[CH2:42][CH2:43][CH3:44].[CH3:51][CH2:52][OH:53].[CH3:54][CH2:55][CH2:56][CH2:57][CH2:58][CH3:59].[Cl:17][CH2:18][CH2:19][C:20](=[O:21])[c:22]1[s:23][cH:24][cH:25][cH:26]1.[Cl:27][CH2:28][CH2:29][CH:30]([c:31]1[s:32][cH:33][cH:34][cH:35]1)[OH:36].[Cl:6][CH2:7][CH2:8][C:9]([Cl:10])=[O:11].[Sn:12]([Cl:13])([Cl:14])([Cl:15])[Cl:16].[cH:1]1[cH:2][s:3][cH:4][cH:5]1.[cH:45]1[cH:46][cH:47][cH:48][cH:49][cH:50]1>>[Cl:17][CH2:18][CH2:19][CH:20]([OH:21])[c:22]1[s:23][cH:24][cH:25][cH:26]1. Yields the product ClC1=C(C(=O)O)C=C(C(=C1)OC1=CC=CC=C1)S(=O)(=O)C (2-Chloro-4-phenoxy-5-methylsulfonylbenzoic acid). Procedure details: 3.4 g of methyl 2-chloro-4-phenoxy-5-methylsulfonylbenzoate were dissolved in 40 ml of MeOH and 9.9 ml of a 2 N aqueous NaOH solution were added. The mixture was stirred at RT for 4 hours, adjusted to pH=1-2 using a 2 N aqueous HCl solution and extracted 3 times using 150 ml of EA each time. The organic phase was dried over Na2SO4, the solvent was removed in vacuo and 2.9 g of white crystals were obtained, The yield is 89.0%. RXN SMILES: [Cl:1][C:2]1[CH:11]=[C:10]([O:12][C:13]2[CH:18]=[CH:17][CH:16]=[CH:15][CH:14]=2)[C:9]([S:19]([CH3:22])(=[O:21])=[O:20])=[CH:8][C:3]=1[C:4]([O:6]C)=[O:5].[OH-].[Na+].Cl>CO>[Cl:1][C:2]1[CH:11]=[C:10]([O:12][C:13]2[CH:18]=[CH:17][CH:16]=[CH:15][CH:14]=2)[C:9]([S:19]([CH3:22])(=[O:21])=[O:20])=[CH:8][C:3]=1[C:4]([OH:6])=[O:5] |f:1.2|. Run in CO (MeOH). Starting materials: [OH-].[Na+] (NaOH), ClC1=C(C(=O)OC)C=C(C(=C1)OC1=CC=CC=C1)S(=O)(=O)C (methyl 2-chloro-4-phenoxy-5-methylsulfonylbenzoate), Cl (HCl). Reaction conditions: time 4 hour.